This data is from the Open Reaction Database (ORD), a public repository of structured organic reaction records. The task is: describe an organic reaction: reactants, conditions, products, and yield Starting materials: FC1=CC(=CC(=C1)F)F (1,3,5-tri-fluorobenzene), N (ammonia), ClC1=C(C=C(C=C1F)F)F (2-chloro-1,3,5-trifluorobenzene), O (water), FC1=CC(=CC(=C1)F)F (1,3,5-trifluorobenzene). Reagents/catalysts: [Cu] (copper). Run in CO (methanol). Yields the product FC=1C=C(N)C=C(C1)F (3,5-difluoroaniline). Reaction SMILES: Cl[C:2]1[C:7]([F:8])=[CH:6][C:5](F)=[CH:4][C:3]=1[F:10].O.FC1C=C(F)C=C(F)C=1.[NH3:21]>[Cu].CO>[F:10][C:3]1[CH:4]=[C:5]([CH:6]=[C:7]([F:8])[CH:2]=1)[NH2:21]. Procedure: EP 460 639 describes a three-stage preparation of 3,5-difluoroaniline. Starting from 5-chloro-2,4,6-trifluoroisophthalic acid, this is decarboxylated to give 2-chloro-1,3,5-trifluorobenzene. By reaction of the 2-chloro-1,3,5-trifluorobenzene with copper and water at 300° C., 1,3,5-trifluorobenzene can be prepared. According to Example 6 of EP 460 639, 1,3,5-tri-fluorobenzene is reacted with methanol saturated with ammonia at 200° C. for 60 hours and 3,5-difluoroaniline is obtained.